Dataset: the Open Reaction Database (ORD), a public repository of structured organic reaction records. Task: describe an organic reaction: reactants, conditions, products, and yield The reactants are BrC=1C=C2C=CN(C2=CC1)C (5-bromo-1-methyl-1H-indole), [Li]CCCC (n-BuLi), CON(C(CCC)=O)C (N-methoxy-N-methylbutyramide). The solvent is C1CCOC1 (THF), C1CCOC1 (THF). Conditions: temperature -78 celsius, time 10 minute. Product: CN1C=CC2=CC(=CC=C12)C(CCC)=O (1-(1-methyl-1H-indol-5-yl)butan-1-one). Isolated yield 57.4%. Reaction SMILES: Br[C:2]1[CH:3]=[C:4]2[C:8](=[CH:9][CH:10]=1)[N:7]([CH3:11])[CH:6]=[CH:5]2.[Li]CCCC.CON(C)[C:20](=[O:24])[CH2:21][CH2:22][CH3:23]>C1COCC1>[CH3:11][N:7]1[C:8]2[C:4](=[CH:3][C:2]([C:20](=[O:24])[CH2:21][CH2:22][CH3:23])=[CH:10][CH:9]=2)[CH:5]=[CH:6]1. Procedure: To a solution of 5-bromo-1-methyl-1H-indole (9.8 g, 46.7 mmol) in THF (40 mL) was added n-BuLi (2.5M in hexanes, 22.3 mL, 55.8 mmol, 1.2 eq) at −78° C. dropwise over 15 min. The mixture was stirred for 30 min at −78° C. before a solution of N-methoxy-N-methylbutyramide (7.35 g, 56.0 mmol, 1.2 eq) in THF (10 mL) was added. After stirred at −78° C. for 10 min, the reaction was quenched with saturated aqueous NH4Cl. The resulting mixture was extracted by ether (3×30 mL) and combined organic layers ... Starting materials: [K+].[Br-] (KBr), COC=1C(=NC=CC1)C (3-methoxy-2-methylpyridine), C(C)(=O)O (acetic acid), C([O-])([O-])=O.[Na+].[Na+] (sodium carbonate), OO (hydrogen peroxide). The solvent is O (water). Conditions: temperature 100 celsius, time 16 hour. Yields the product COC=1C(=[N+](C=CC1)[O-])C (3-methoxy-2-methylpyridine-N-oxide). The yield is 8.7%. As a reaction SMILES: [CH3:1][O:2][C:3]1[C:4]([CH3:9])=[N:5][CH:6]=[CH:7][CH:8]=1.C(O)(=[O:12])C.OO.C(=O)([O-])[O-].[Na+].[Na+].[K+].[Br-]>O>[CH3:1][O:2][C:3]1[C:4]([CH3:9])=[N+:5]([O-:12])[CH:6]=[CH:7][CH:8]=1 |f:3.4.5,6.7|. Procedure details: To a solution obtained by dissolving 3-methoxy-2-methylpyridine (14.8 g, 0.12 mol) in acetic acid (44 g, 0.12×2.5 mol) was added 31% hydrogen peroxide (33 g, 0.12×2.5 mol), followed by stirring in an oil bath at 100° C. for 16 hours. The reaction solution was then cooled and poured into iced-water. To the mixture was then added sodium carbonate (solid) so as to be weak alkalinity. The resultant solution was extracted with ethyl acetate to obtain 1.45 g (percent yield: 16.7%) of 3-methoxy-2-methy...